From a dataset of the Open Reaction Database (ORD), a public repository of structured organic reaction records. describe an organic reaction: reactants, conditions, products, and yield Reactants: CC(C)(C)[Si](C)(C)Cl, COC(=O)C1C(O)CCCN1C(=O)OC(C)(C)C, CN(C)c1ccncc1, CCN(C(C)C)C(C)C, ClCCl. Yields the product COC(=O)C1C(O[Si](C)(C)C(C)(C)C)CCCN1C(=O)OC(C)(C)C. RXN SMILES: [C:28]([CH3:29])([CH3:30])([CH3:31])[Si:32]([CH3:33])([CH3:34])[Cl:35].[CH3:1][O:2][C:3]([CH:4]1[N:5]([C:11](=[O:12])[O:13][C:14]([CH3:15])([CH3:16])[CH3:17])[CH2:6][CH2:7][CH2:8][CH:9]1[OH:10])=[O:18].[CH3:39][N:40]([c:41]1[cH:42][cH:43][n:44][cH:45][cH:46]1)[CH3:47].[CH:19]([N:20]([CH2:21][CH3:22])[CH:23]([CH3:24])[CH3:25])([CH3:26])[CH3:27].[Cl:36][CH2:37][Cl:38]>>[CH3:1][O:2][C:3]([CH:4]1[N:5]([C:11](=[O:12])[O:13][C:14]([CH3:15])([CH3:16])[CH3:17])[CH2:6][CH2:7][CH2:8][CH:9]1[O:10][Si:32]([C:28]([CH3:29])([CH3:30])[CH3:31])([CH3:33])[CH3:34])=[O:18]. Reactants: CC(=O)O, CN(C)C=O, O=[N+]([O-])c1ccc2c(c1)S(=O)(=O)c1ccccc1-2. The product is Nc1ccc2c(c1)S(=O)(=O)c1ccccc1-2. As a reaction SMILES: [CH3:19][C:20](=[O:21])[OH:22].[CH3:23][N:24]([CH3:25])[CH:26]=[O:27].[N+:1]([O-:2])(=[O:3])[c:4]1[cH:5][cH:6][c:7]2[c:8]([cH:18]1)[S:9](=[O:16])(=[O:17])[c:10]1[c:11]-2[cH:12][cH:13][cH:14][cH:15]1>>[NH2:1][c:4]1[cH:5][cH:6][c:7]2[c:8]([cH:18]1)[S:9](=[O:16])(=[O:17])[c:10]1[c:11]-2[cH:12][cH:13][cH:14][cH:15]1. The reactants are COC(=O)c1cc(-c2ccccc2OC)cc([N+](=O)[O-])c1, CCOC(C)=O, [Na+], O=C([O-])O. Product: COC(=O)c1cc(N)cc(-c2ccccc2OC)c1. As a reaction SMILES: [CH3:1][O:2][C:3](=[O:4])[c:5]1[cH:6][c:7](-[c:14]2[c:15]([O:20][CH3:21])[cH:16][cH:17][cH:18][cH:19]2)[cH:8][c:9]([N+:11]([O-:12])=[O:13])[cH:10]1.[CH3:27][CH2:28][O:29][C:30]([CH3:31])=[O:32].[Na+:26].[O-:22][C:23]([OH:24])=[O:25]>>[CH3:1][O:2][C:3](=[O:4])[c:5]1[cH:6][c:7](-[c:14]2[c:15]([O:20][CH3:21])[cH:16][cH:17][cH:18][cH:19]2)[cH:8][c:9]([NH2:11])[cH:10]1. The reactants are CCOC(=O)C (EtOAc), C([O-])([O-])=O.[K+].[K+] (potassium carbonate), BrC(C)C (2-bromopropane), OC1=C(C(=O)O)C=CC(=C1)C(F)(F)F (2-hydroxy-4-trifluoromethyl-benzoic acid). Solvent: CN(C)C=O (DMF). Conditions: temperature 110 celsius, time 48 hour. Yields the product C(C)(C)OC(C1=C(C=C(C=C1)C(F)(F)F)OC(C)C)=O (2-isopropoxy-4-trifluoromethyl-benzoic acid isopropyl ester). The yield is 28.0%. Reaction SMILES: [OH:1][C:2]1[CH:10]=[C:9]([C:11]([F:14])([F:13])[F:12])[CH:8]=[CH:7][C:3]=1[C:4]([OH:6])=[O:5].[C:15](=O)([O-])[O-].[K+].[K+].Br[CH:22]([CH3:24])[CH3:23].CCO[C:28]([CH3:30])=O>CN(C=O)C>[CH:22]([O:5][C:4](=[O:6])[C:3]1[CH:7]=[CH:8][C:9]([C:11]([F:12])([F:13])[F:14])=[CH:10][C:2]=1[O:1][CH:28]([CH3:30])[CH3:15])([CH3:24])[CH3:23] |f:1.2.3|. Procedure: A mixture of 2-hydroxy-4-trifluoromethyl-benzoic acid (500 mg, 2.42 mmol) in DMF (5 mL) was added potassium carbonate (837 mg, 6.06 mmol) and 2-bromopropane (906 mg, 5.33 mmol). The resulting mixture was stirred for 48 hours at 110° C. The reaction mixture was diluted with EtOAc, which was washed with 1N HCl, water, and brine, dried over anhydrous magnesium sulfate, filtered and concentrated under reduced pressure. The crude residue was purified by chromatography (Hex/EtOAc=5/1) to give the titl... Starting materials: COC=1C=C(CCC=2SC=3N=C(N=C(C3N2)N2CCNCC2)N)C=CC1 (2-(3-methoxyphenethyl)-7-(piperazin-1-yl)thiazolo[5,4-d]pyrimidin-5-amine), COC1=CC=C(OCC(=O)O)C=C1 (4-methoxyphenoxyacetic acid). Yields the product NC=1N=C(C2=C(N1)SC(=N2)CCC2=CC(=CC=C2)OC)N2CCN(CC2)C(COC2=CC=C(C=C2)OC)=O (1-(4-(5-amino-2-(3-methoxyphenethyl)thiazolo[5,4-d]pyrimidin-7-yl)piperazin-1-yl)-2-(4-methoxyphenoxy)ethanone). Yield: 66.0%. Reaction SMILES: [CH3:1][O:2][C:3]1[CH:4]=[C:5]([CH:24]=[CH:25][CH:26]=1)[CH2:6][CH2:7][C:8]1[S:9][C:10]2[N:11]=[C:12]([NH2:23])[N:13]=[C:14]([N:17]3[CH2:22][CH2:21][NH:20][CH2:19][CH2:18]3)[C:15]=2[N:16]=1.[CH3:27][O:28][C:29]1[CH:39]=[CH:38][C:32]([O:33][CH2:34][C:35](O)=[O:36])=[CH:31][CH:30]=1>>[NH2:23][C:12]1[N:13]=[C:14]([N:17]2[CH2:22][CH2:21][N:20]([C:35](=[O:36])[CH2:34][O:33][C:32]3[CH:38]=[CH:39][C:29]([O:28][CH3:27])=[CH:30][CH:31]=3)[CH2:19][CH2:18]2)[C:15]2[N:16]=[C:8]([CH2:7][CH2:6][C:5]3[CH:24]=[CH:25][CH:26]=[C:3]([O:2][CH3:1])[CH:4]=3)[S:9][C:10]=2[N:11]=1. Procedure details: This compound was prepared from 2-(3-methoxyphenethyl)-7-(piperazin-1-yl)thiazolo[5,4-d]pyrimidin-5-amine using 4-methoxyphenoxyacetic acid in a yield of 66%, according to the procedure for the synthesis of example 50. Starting materials: FC1=CC=C(CNC(C2=CN=C(C(=C2O)OC)C)=O)C=C1 (N-(4-fluorobenzyl)-4-hydroxy-5-methoxy-6-methylnicotinamide), C(C1=CC=CC=C1)O (benzyl alcohol), C(CCC)P(CCCC)CCCC (tributylphosphine), N(=NC(=O)OC(C)C)C(=O)OC(C)C.C1(=CC=CC=C1)C (diisopropyl azodicarboxylate toluene). RXN SMILES: [F:1][C:2]1[CH:21]=[CH:20][C:5]([CH2:6][NH:7][C:8](=[O:19])[C:9]2[C:14]([OH:15])=[C:13]([O:16][CH3:17])[C:12]([CH3:18])=[N:11][CH:10]=2)=[CH:4][CH:3]=1.[CH2:22](O)[C:23]1[CH:28]=[CH:27][CH:26]=[CH:25][CH:24]=1.C(P(CCCC)CCCC)CCC.N(C(OC(C)C)=O)=NC(OC(C)C)=O.C1(C)C=CC=CC=1>O1CCCC1>[CH2:22]([O:15][C:14]1[C:9]([C:8]([NH:7][CH2:6][C:5]2[CH:4]=[CH:3][C:2]([F:1])=[CH:21][CH:20]=2)=[O:19])=[CH:10][N:11]=[C:12]([CH3:18])[C:13]=1[O:16][CH3:17])[C:23]1[CH:28]=[CH:27][CH:26]=[CH:25][CH:24]=1 |f:3.4|. Run at time 30 minute. The product is C(C1=CC=CC=C1)OC1=C(C(=NC=C1C(=O)NCC1=CC=C(C=C1)F)C)OC (4-Benzyloxy-N-(4-fluorobenzyl)-5-methoxy-6-methylnicotinamide). Yield: 52.3%. Reported procedure: To a solution of the compound 22 (100 g, 344 mmol), benzyl alcohol (46 ml, 447 mmol), and tributylphosphine (128 ml, 516 mmol) in tetrahydrofuran (1000 ml) was added a 40% diisopropyl azodicarboxylate-toluene solution (280 ml, 516 mmol) under ice-cooling over 30 minutes. After stirred for 30 minutes under ice-cooling, a temperature was raised to room temperature, followed by stirring for 2 hours. The solvent was distilled off under reduced pressure, to the residue were added toluene (100 ml) and... Run in O1CCCC1 (tetrahydrofuran). The reactants are COc1ccccc1COCCCOc1ccc(C2C(O)CN(C(=O)OC(C)(C)C)CC2CO)cc1, CN(C)c1ccncc1, ClCCl, ClC(c1ccccc1)(c1ccccc1)c1ccccc1, c1ccncc1. Yields the product COc1ccccc1COCCCOc1ccc(C2C(O)CN(C(=O)OC(C)(C)C)CC2COC(c2ccccc2)(c2ccccc2)c2ccccc2)cc1. As a reaction SMILES: [C:1]([CH3:2])([CH3:3])([CH3:4])[O:5][C:6](=[O:7])[N:8]1[CH2:9][CH:10]([OH:36])[CH:11]([c:16]2[cH:17][cH:18][c:19]([O:22][CH2:23][CH2:24][CH2:25][O:26][CH2:27][c:28]3[c:29]([O:34][CH3:35])[cH:30][cH:31][cH:32][cH:33]3)[cH:20][cH:21]2)[CH:12]([CH2:14][OH:15])[CH2:13]1.[CH3:63][N:64]([CH3:65])[c:66]1[cH:67][cH:68][n:69][cH:70][cH:71]1.[Cl:72][CH2:73][Cl:74].[c:37]1([C:43]([Cl:44])([c:45]2[cH:46][cH:47][cH:48][cH:49][cH:50]2)[c:51]2[cH:52][cH:53][cH:54][cH:55][cH:56]2)[cH:38][cH:39][cH:40][cH:41][cH:42]1.[cH:57]1[cH:58][cH:59][n:60][cH:61][cH:62]1>>[C:1]([CH3:2])([CH3:3])([CH3:4])[O:5][C:6](=[O:7])[N:8]1[CH2:9][CH:10]([OH:36])[CH:11]([c:16]2[cH:17][cH:18][c:19]([O:22][CH2:23][CH2:24][CH2:25][O:26][CH2:27][c:28]3[c:29]([O:34][CH3:35])[cH:30][cH:31][cH:32][cH:33]3)[cH:20][cH:21]2)[CH:12]([CH2:14][O:15][C:43]([c:37]2[cH:38][cH:39][cH:40][cH:41][cH:42]2)([c:45]2[cH:46][cH:47][cH:48][cH:49][cH:50]2)[c:51]2[cH:52][cH:53][cH:54][cH:55][cH:56]2)[CH2:13]1. Starting materials: N1CC=C(CC1)C1=CC=C(C=C1)N1C(O[C@H](C1)CNC(C)=O)=O (N-((5S)-3-(4-(1,2,5,6-tetrahydropyrid-4-yl)phenyl)-2-oxooxazolidin-5-ylmethyl)acetamide), C(C)(C)(C)C1CCC(CC1)C(=O)O (4-tert-butylcyclohexanecarboxylic acid). The product is C(C)(C)(C)C1CCC(CC1)C(=O)N1CC=C(CC1)C1=CC=C(C=C1)N1C(O[C@H](C1)CNC(C)=O)=O (N-((5S)-3-(4-(1-{4-t-Butylcyclohexylcarbonyl}-1,2,5,6-tetrahydropyrid-4-yl)phenyl)-2-oxooxazolidin-5-ylmethyl)acetamide). As a reaction SMILES: [NH:1]1[CH2:6][CH2:5][C:4]([C:7]2[CH:12]=[CH:11][C:10]([N:13]3[CH2:17][C@H:16]([CH2:18][NH:19][C:20](=[O:22])[CH3:21])[O:15][C:14]3=[O:23])=[CH:9][CH:8]=2)=[CH:3][CH2:2]1.[C:24]([CH:28]1[CH2:33][CH2:32][CH:31]([C:34](O)=[O:35])[CH2:30][CH2:29]1)([CH3:27])([CH3:26])[CH3:25]>>[C:24]([CH:28]1[CH2:29][CH2:30][CH:31]([C:34]([N:1]2[CH2:6][CH2:5][C:4]([C:7]3[CH:12]=[CH:11][C:10]([N:13]4[CH2:17][C@H:16]([CH2:18][NH:19][C:20](=[O:22])[CH3:21])[O:15][C:14]4=[O:23])=[CH:9][CH:8]=3)=[CH:3][CH2:2]2)=[O:35])[CH2:32][CH2:33]1)([CH3:27])([CH3:25])[CH3:26]. Procedure: Using an analogous procedure to that described in Example 20, the TFA salt of Example 2 was reacted with 4-tert-butylcyclohexanecarboxylic acid in place of N-acetylglycine, to give the title compound. Yield=208 mg, 58%. Starting materials: ClC(C)Cl (dichloroethane), FC(C=1C=C(C(=O)Cl)C=CC1)(F)F (3-trifluoromethylbenzoyl chloride), O1OOCCC1 (trioxane). The reagents and catalysts are [Cl-].[Cl-].[Cl-].[Cl-].[Zr+4] (zirconium tetrachloride). The solvent is O (water). Reaction conditions: time 30 minute. Product: FC(C=1C=C(C(=O)OCCl)C=CC1)(F)F (chloromethyl 3-trifluoromethylbenzoate). Reaction SMILES: Cl[CH:2]([Cl:4])C.[F:5][C:6]([F:17])([F:16])[C:7]1[CH:8]=[C:9]([CH:13]=[CH:14][CH:15]=1)[C:10](Cl)=[O:11].[O:18]1CCCOO1>[Cl-].[Cl-].[Cl-].[Cl-].[Zr+4].O>[F:5][C:6]([F:17])([F:16])[C:7]1[CH:8]=[C:9]([CH:13]=[CH:14][CH:15]=1)[C:10]([O:18][CH2:2][Cl:4])=[O:11] |f:3.4.5.6.7|. Procedure: To 10 ml of dichloroethane were added 1 g of zirconium tetrachloride and 1 g of 3-trifluoromethylbenzoyl chloride, and the mixture was stirred at room temperature for 30 minutes. At 10° C., 0.16 g of trioxane was added, and the mixture was stirred for 30 minutes, and further stirred at room temperature for 2 hours. The mixture was cooled to 0° C., water was added slowly, the resultant solution was extracted with chloroform three times, and the organic layers were combined, washed with an aqueous... Reactants: ClC1=CC(=NC2=CC=C(C=C12)C)N1CCS(C2=C(C1)C=CC=C2)(=O)=O (4-(4-chloro-6-methylquinolin-2-yl)-2,3,4,5-tetrahydro-1,4-benzothiazepine 1,1-dioxide), NCC(CC(=O)O)O (4-amino-3-hydroxybutanoic acid). Yields the product O=S1(CCN(CC2=C1C=CC=C2)C2=NC1=CC=C(C=C1C(=C2)NCC(CC(=O)O)O)C)=O (4-{[2-(1,1-Dioxido-2,3-dihydro-1,4-benzothiazepin-4(5H)-yl)-6-methylquinolin-4-yl]amino}-3-hydroxybutanoic acid). Reaction SMILES: Cl[C:2]1[C:11]2[C:6](=[CH:7][CH:8]=[C:9]([CH3:12])[CH:10]=2)[N:5]=[C:4]([N:13]2[CH2:19][C:18]3[CH:20]=[CH:21][CH:22]=[CH:23][C:17]=3[S:16](=[O:25])(=[O:24])[CH2:15][CH2:14]2)[CH:3]=1.[NH2:26][CH2:27][CH:28]([OH:33])[CH2:29][C:30]([OH:32])=[O:31]>>[O:24]=[S:16]1(=[O:25])[C:17]2[CH:23]=[CH:22][CH:21]=[CH:20][C:18]=2[CH2:19][N:13]([C:4]2[CH:3]=[C:2]([NH:26][CH2:27][CH:28]([OH:33])[CH2:29][C:30]([OH:32])=[O:31])[C:11]3[C:6](=[CH:7][CH:8]=[C:9]([CH3:12])[CH:10]=3)[N:5]=2)[CH2:14][CH2:15]1. Procedure details: The title compound was prepared in analogy to Example 11-1 in Scheme 5 by using 4-(4-chloro-6-methylquinolin-2-yl)-2,3,4,5-tetrahydro-1,4-benzothiazepine 1,1-dioxide (prepared in analogy to the one in Example 2-1) and 4-amino-3-hydroxybutanoic acid. MS obsd. (ESI+) [(M+H)+] 456. 1H NMR (400 MHz, CD3OD) δ ppm 8.10 (dd, J=7.83, 1.26 Hz, 1 H), 7.83-8.00 (m, 2 H), 7.80-7.67 (m, 2 H), 7.67-7.52 (m, 2 H), 6.32 (s, 1 H), 5.43-5.27 (m, 2 H), 4.55 (brs, 2 H), 4.39-4.23 (m, 1 H), 3.86-3.66 (m, 3 H), 3.57-...